From a dataset of the Open Reaction Database (ORD), a public repository of structured organic reaction records. describe an organic reaction: reactants, conditions, products, and yield Reaction SMILES: Cl[CH2:2][S:3]([NH:6][C:7]1[C:28]([OH:29])=[CH:27][C:10]2[C@H:11]([NH:18][CH2:19][CH2:20][C:21]3[CH:26]=[CH:25][CH:24]=[CH:23][CH:22]=3)[C@@H:12]([OH:17])[C:13]([CH3:16])([CH3:15])[O:14][C:9]=2[CH:8]=1)(=[O:5])=[O:4].[OH-].[Na+].[Cl-].[NH4+]>CO>[CH3:15][C:13]1([CH3:16])[CH:12]([OH:17])[CH:11]([NH:18][CH2:19][CH2:20][C:21]2[CH:26]=[CH:25][CH:24]=[CH:23][CH:22]=2)[C:10]2[C:9](=[CH:8][C:7]3[NH:6][S:3](=[O:5])(=[O:4])[CH2:2][O:29][C:28]=3[CH:27]=2)[O:14]1 |f:1.2,3.4|. The product is CC1(OC2=CC=3NS(COC3C=C2C(C1O)NCCC1=CC=CC=C1)(=O)=O)C (8,8-Dimethyl-6-[(2-phenylethyl)amino]-1,6,7, 8-tetrahydrochromeno[7,6-e][1,3,4]oxathiazine-7-ol 2,2-dioxide). Procedure details: To a solution of 1-Chloro-N-{(3R*,4S*)-3,6-dihydroxy-2,2-dimethyl-4-[(2-phenylethyl)amino]-3,4-dihydro-2H-1-benzopyran-7-yl}methanesulfonamide (220 mg, 0.50 mmol) in methanol (2.2 mL), 1 mol/L sodium hydroxide aqueous solution (1.00 mL, 1.00 mmol) was added, and the resulting mixture was stirred at room temperature for 3 hours. Then, the temperature was raised to 50° C., and the mixture was further stirred for 2 hours. Upon the completion of the reaction, the solution was cooled on standing, neu... Reaction conditions: time 3 hour. Isolated yield 37.0%. Reactants: ClCS(=O)(=O)NC1=CC2=C([C@@H]([C@H](C(O2)(C)C)O)NCCC2=CC=CC=C2)C=C1O (1-Chloro-N-{(3R*,4S*)-3,6-dihydroxy-2,2-dimethyl-4-[(2-phenylethyl)amino]-3,4-dihydro-2H-1-benzopyran-7-yl}methanesulfonamide), [OH-].[Na+] (sodium hydroxide), [Cl-].[NH4+] (ammonium chloride). Run in CO (methanol). The reactants are NC1=C(C(=NC=N1)N[C@@H](C)C1=NN2C(C(N1C1=CC=CC=C1)=O)=C(C=C2)C)C=2C=NC=C(C2)O ((S)-2-(1-((6-amino-5-(5-hydroxypyridin-3-yl)pyrimidin-4-yl)amino)ethyl)-5-methyl-3-phenylpyrrolo[2,1-f][1,2,4]triazin-4(3H)-one), FC(CI)(F)F (1,1,1-trifluoro-2-iodoethane), C([O-])([O-])=O.[K+].[K+] (potassium carbonate), FC(CI)(F)F (1,1,1-trifluoro-2-iodoethane), C([O-])([O-])=O.[K+].[K+] (potassium carbonate). Run in CN(C=O)C (N,N-dimethylformamide). Run at temperature 120 celsius, time 2 hour. Yields the product NC1=C(C(=NC=N1)N[C@@H](C)C1=NN2C(C(N1C1=CC=CC=C1)=O)=C(C=C2)C)C=2C=NC=C(C2)OCC(F)(F)F ((S)-2-(1-((6-Amino-5-(5-(2,2,2-trifluoroethoxyl)pyridin-3-yl)pyrimidin-4-yl)amino)ethyl)-5-methyl-3-phenylpyrrolo[2,1-f][1,2,4]triazin-4(3H)-one). The yield is 55.0%. RXN SMILES: [NH2:1][C:2]1[N:7]=[CH:6][N:5]=[C:4]([NH:8][C@H:9]([C:11]2[N:16]([C:17]3[CH:22]=[CH:21][CH:20]=[CH:19][CH:18]=3)[C:15](=[O:23])[C:14]3=[C:24]([CH3:27])[CH:25]=[CH:26][N:13]3[N:12]=2)[CH3:10])[C:3]=1[C:28]1[CH:29]=[N:30][CH:31]=[C:32]([OH:34])[CH:33]=1.[F:35][C:36]([F:40])([F:39])[CH2:37]I.C(=O)([O-])[O-].[K+].[K+]>CN(C)C=O>[NH2:1][C:2]1[N:7]=[CH:6][N:5]=[C:4]([NH:8][C@H:9]([C:11]2[N:16]([C:17]3[CH:18]=[CH:19][CH:20]=[CH:21][CH:22]=3)[C:15](=[O:23])[C:14]3=[C:24]([CH3:27])[CH:25]=[CH:26][N:13]3[N:12]=2)[CH3:10])[C:3]=1[C:28]1[CH:29]=[N:30][CH:31]=[C:32]([O:34][CH2:37][C:36]([F:40])([F:39])[F:35])[CH:33]=1 |f:2.3.4|. Reported procedure: A mixture of (S)-2-(1-((6-amino-5-(5-hydroxypyridin-3-yl)pyrimidin-4-yl)amino)ethyl)-5-methyl-3-phenylpyrrolo[2,1-f][1,2,4]triazin-4(3H)-one (49 mg, 0.11 mmol), 1,1,1-trifluoro-2-iodoethane (13 μl, 0.13 mmol) and potassium carbonate (30 mg, 0.22 mmol) in N,N-dimethylformamide (3 ml) was stirred at 120° C. under microwave irradiation for 2 h. Further 1,1,1-trifluoro-2-iodoethane (13 μl, 0.13 mmol) and potassium carbonate (15 mg, 0.11 mmol) were added and the reaction mixture was stirred at 120° C... Starting materials: C1(CCCCC1)=O (cyclohexanone), C(#N)[BH3-].[Na+] (sodium cyanoborohydride), C1(CCCCC1)=O (cyclohexanone), C(C)(=O)O[BH-](OC(C)=O)OC(C)=O.[Na+] (sodium triacetoxyborohydride), ClC1=CC=C(C=C1)C=1C=CC(=NC1)C#CC1=CC(=C(OCCNCC2CC2)C=C1)C ((2-{4-[5-(4-chlorophenyl)pyridin-2-ylethynyl]-2-methylphenoxy}ethyl)cyclopropylmethylamine). Reagents/catalysts: CC(=O)O (AcOH). Solvent: C(Cl)Cl (DCM), C1CCOC1 (THF). Run at time 24 hour. Yields the product ClC1=CC=C(C=C1)C=1C=CC(=NC1)C#CC1=CC(=C(OCCN(CC2CC2)C2CCCCC2)C=C1)C ((2-{4-[5-(4-chlorophenyl)pyridin-2-ylethynyl]-2-methylphenoxy}ethyl)cyclohexylcyclopropylmethylamine). Reaction SMILES: [C:1]1(=O)[CH2:6][CH2:5][CH2:4][CH2:3][CH2:2]1.C(O[BH-](OC(=O)C)OC(=O)C)(=O)C.[Na+].[Cl:22][C:23]1[CH:28]=[CH:27][C:26]([C:29]2[CH:30]=[CH:31][C:32]([C:35]#[C:36][C:37]3[CH:50]=[CH:49][C:40]([O:41][CH2:42][CH2:43][NH:44][CH2:45][CH:46]4[CH2:48][CH2:47]4)=[C:39]([CH3:51])[CH:38]=3)=[N:33][CH:34]=2)=[CH:25][CH:24]=1.C([BH3-])#N.[Na+]>CC(O)=O.C1COCC1.C(Cl)Cl>[Cl:22][C:23]1[CH:24]=[CH:25][C:26]([C:29]2[CH:30]=[CH:31][C:32]([C:35]#[C:36][C:37]3[CH:50]=[CH:49][C:40]([O:41][CH2:42][CH2:43][N:44]([CH:1]4[CH2:6][CH2:5][CH2:4][CH2:3][CH2:2]4)[CH2:45][CH:46]4[CH2:48][CH2:47]4)=[C:39]([CH3:51])[CH:38]=3)=[N:33][CH:34]=2)=[CH:27][CH:28]=1 |f:1.2,4.5|. Procedure details: 30 μL (0.29 mmol) of cyclohexanone, 1 drop of AcOH, and 128 mg (0.68 mmol) of sodium triacetoxyborohydride were added to a solution of 60 mg (0.14 mmol) of (2-{4-[5-(4-chlorophenyl)pyridin-2-ylethynyl]-2-methylphenoxy}ethyl)cyclopropylmethylamine in 10 mL of THF and the mixture was stirred for 24 hours at RT. 5 mL of DCM, 30 μL (0.29 mmol) of cyclohexanone, and 36 mg (0.58 mmol) of sodium cyanoborohydride were added and the mixture was stirred for a further 3 days. The reaction mixture was evapo... The reactants are BrCC(=O)Br (bromoacetyl bromide), ice water, C(CCC)OC1=CC=C(N)C=C1 (4-butoxyaniline), CN(C)C=O (DMF), BrCC(=O)Br (Bromoacetyl bromide). Solvent: O1CCOCC1 (dioxane). Run at temperature 0 celsius, time 8 hour. Yields the product BrCC(=O)NC1=CCC(N)(C=C1)OCCCC (4-((Bromoacetyl)amino)-1-butoxyaniline). The yield is 65.0%. RXN SMILES: [CH2:1]([O:5][C:6]1[CH:12]=[CH:11][C:9]([NH2:10])=[CH:8][CH:7]=1)[CH2:2][CH2:3][CH3:4].C[N:14](C=O)C.[Br:18][CH2:19][C:20](Br)=[O:21]>O1CCOCC1>[Br:18][CH2:19][C:20]([NH:10][C:9]1[CH:8]=[CH:7][C:6]([O:5][CH2:1][CH2:2][CH2:3][CH3:4])([NH2:14])[CH2:12][CH:11]=1)=[O:21]. Procedure: A solution of 4-butoxyaniline (3.0 g, 18 mmol) in a mixture of anhydrous DMF (30 mL) and anhydrous dioxane (30 mL) in a 250 mL 3-necked round-bottomed flask equipped with a constant addition funnel (60 mL) was cooled to 0° C. using an ice-bath. Bromoacetyl bromide (3.68 g, 1.60 mL, 18 mmol) was added dropwise, keeping the internal temperature between 0° and 5° C. over a 1/2 h period. After the addition of the bromoacetyl bromide was completed, the solution was warmed to rt, stirred overnight, an... The reactants are C1(CC1)CN1CCN(CC1)[C@H]1CC[C@H](CC1)N ((cis)-4-[4-(cyclopropylmethyl)piperazin-1-yl]cyclohexanamine), F[B-](F)(F)F.N1(N=NC2=C1C=CC=C2)OC(=[N+](C)C)N(C)C (O-(benzotriazol-1-yl)-N,N,N′,N′-tetra methyluronium tetrafluoroborate), C(C)(C)N(CC)C(C)C (diisopropylethylamine), C([O-])(O)=O.[Na+] (sodium bicarbonate), C1(CCCC1)N1[C@@H](C(N(C=2C=NC(=NC12)NC=1C=CC(=C2CC(OC21)(C)C)C(=O)O)C)=O)CC (7-[[(7R)-8-cyclopentyl-7-ethyl-5-methyl-6-oxo-7H-pteridin-2-yl]amino]-2,2-dimethyl-3H-benzofuran-4-carboxylic acid). The solvent is ClCCl (dichloromethane). Run at time 3 hour. Yields the product C1(CCCC1)N1[C@@H](C(N(C=2C=NC(=NC12)NC=1C=CC(=C2CC(OC21)(C)C)C(=O)N[C@@H]2CC[C@@H](CC2)N2CCN(CC2)CC2CC2)C)=O)CC (7-[[(7R)-8-cyclopentyl-7-ethyl-5-methyl-6-oxo-7H-pteridin-2-yl]amino]-N-[(cis)-4-[4-(cyclopropylmethyl)piperazin-1-yl]cyclohexyl]-2,2-dimethyl-3H-benzofuran-4-carboxamide). Isolated yield 78.8%. RXN SMILES: [CH:1]1([N:6]2[C:15]3[N:14]=[C:13]([NH:16][C:17]4[CH:18]=[CH:19][C:20]([C:28](O)=[O:29])=[C:21]5[C:25]=4[O:24][C:23]([CH3:27])([CH3:26])[CH2:22]5)[N:12]=[CH:11][C:10]=3[N:9]([CH3:31])[C:8](=[O:32])[C@H:7]2[CH2:33][CH3:34])[CH2:5][CH2:4][CH2:3][CH2:2]1.[CH:35]1([CH2:38][N:39]2[CH2:44][CH2:43][N:42]([C@@H:45]3[CH2:50][CH2:49][C@H:48]([NH2:51])[CH2:47][CH2:46]3)[CH2:41][CH2:40]2)[CH2:37][CH2:36]1.F[B-](F)(F)F.N1(OC(N(C)C)=[N+](C)C)C2C=CC=CC=2N=N1.C(N(C(C)C)CC)(C)C.C(=O)(O)[O-].[Na+]>ClCCl>[CH:1]1([N:6]2[C:15]3[N:14]=[C:13]([NH:16][C:17]4[CH:18]=[CH:19][C:20]([C:28]([NH:51][C@H:48]5[CH2:47][CH2:46][C@@H:45]([N:42]6[CH2:41][CH2:40][N:39]([CH2:38][CH:35]7[CH2:36][CH2:37]7)[CH2:44][CH2:43]6)[CH2:50][CH2:49]5)=[O:29])=[C:21]5[C:25]=4[O:24][C:23]([CH3:27])([CH3:26])[CH2:22]5)[N:12]=[CH:11][C:10]=3[N:9]([CH3:31])[C:8](=[O:32])[C@H:7]2[CH2:33][CH3:34])[CH2:5][CH2:4][CH2:3][CH2:2]1 |f:2.3,5.6|. Procedure details: 7-[[(7R)-8-Cyclopentyl-7-ethyl-5-methyl-6-oxo-7H-pteridin-2-yl]amino]-2,2-dimethyl-3H-benzofuran-4-carboxylic acid 4f (116 mg, 0.25 mmol) was dissolved in 15 mL of dichloromethane followed by the addition of (cis)-4-[4-(cyclopropylmethyl)piperazin-1-yl]cyclohexanamine 12e (65 mg, 0.28 mmol), O-(benzotriazol-1-yl)-N,N,N′,N′-tetra methyluronium tetrafluoroborate (80 mg, 0.25 mmol) and diisopropylethylamine (97 mg, 0.75 mmol). The reaction solution was stirred for 3 hours. The resulting solution wa... Starting materials: CN1CCCC1=O, CCN(C(C)C)C(C)C, CN1CCC(C)(c2ccc(Nc3nc(Cl)c(F)cc3C(N)=O)cc2)CC1, O, c1ccc(C2=NOC3(CCCNC3)C2)cc1. Product: CN1CCC(C)(c2ccc(Nc3nc(N4CCCC5(CC(c6ccccc6)=NO5)C4)c(F)cc3C(N)=O)cc2)CC1. RXN SMILES: [CH3:52][N:53]1[CH2:54][CH2:55][CH2:56][C:57]1=[O:58].[CH:43]([N:44]([CH2:45][CH3:46])[CH:47]([CH3:48])[CH3:49])([CH3:50])[CH3:51].[Cl:1][c:2]1[n:3][c:4]([NH:12][c:13]2[cH:14][cH:15][c:16]([C:19]3([CH3:26])[CH2:20][CH2:21][N:22]([CH3:25])[CH2:23][CH2:24]3)[cH:17][cH:18]2)[c:5]([C:6](=[O:7])[NH2:8])[cH:9][c:10]1[F:11].[OH2:59].[c:27]1([C:33]2=[N:34][O:35][C:36]3([CH2:37]2)[CH2:38][NH:39][CH2:40][CH2:41][CH2:42]3)[cH:28][cH:29][cH:30][cH:31][cH:32]1>>[c:2]1([N:39]2[CH2:38][C:36]3([O:35][N:34]=[C:33]([c:27]4[cH:28][cH:29][cH:30][cH:31][cH:32]4)[CH2:37]3)[CH2:42][CH2:41][CH2:40]2)[n:3][c:4]([NH:12][c:13]2[cH:14][cH:15][c:16]([C:19]3([CH3:26])[CH2:20][CH2:21][N:22]([CH3:25])[CH2:23][CH2:24]3)[cH:17][cH:18]2)[c:5]([C:6](=[O:7])[NH2:8])[cH:9][c:10]1[F:11].